The task is: describe an organic reaction: reactants, conditions, products, and yield. This data is from the Open Reaction Database (ORD), a public repository of structured organic reaction records. Starting materials: CN(C)c1cnn(C(C)(C)C)c(=O)c1Cl, CO. Yields the product CN(C)c1cnn(C(C)(C)C)c(=O)c1. As a reaction SMILES: [C:1]([CH3:2])([CH3:3])([CH3:4])[n:5]1[n:6][cH:7][c:8]([N:13]([CH3:14])[CH3:15])[c:9]([Cl:12])[c:10]1=[O:11].[CH3:16][OH:17]>>[C:1]([CH3:2])([CH3:3])([CH3:4])[n:5]1[n:6][cH:7][c:8]([N:13]([CH3:14])[CH3:15])[cH:9][c:10]1=[O:11]. Starting materials: ClC1=C2C3=CC(CCC3(CC2=CC(=C1Cl)OCC(=O)O)C)=O ([(5,6-dichloro-9a-methyl-3-oxo-1,2,9,9a-tetrahydro-3H-fluoren-7-yl)oxy]acetic acid), 1(-)cinchonidine, C(C)#N (acetonitrile). The product is ClC1=C2C3=CC(CCC3(CC2=CC(=C1Cl)OCC(=O)O)CC)=O ([(5,6-dichloro-9a-ethyl-3-oxo-1,2,9,9a-tetrahydro-3H-fluoren-7-yl)oxy]acetic acid). Reaction SMILES: [Cl:1][C:2]1[C:14]([Cl:15])=[C:13]([O:16][CH2:17][C:18]([OH:20])=[O:19])[CH:12]=[C:11]2[C:3]=1[C:4]1[C:9]([CH3:21])([CH2:10]2)[CH2:8][CH2:7][C:6](=[O:22])[CH:5]=1.[C:23](#N)C>>[Cl:1][C:2]1[C:14]([Cl:15])=[C:13]([O:16][CH2:17][C:18]([OH:20])=[O:19])[CH:12]=[C:11]2[C:3]=1[C:4]1[C:9]([CH2:21][CH3:23])([CH2:10]2)[CH2:8][CH2:7][C:6](=[O:22])[CH:5]=1. Reported procedure: This residual partially resolved [(5,6-dichloro-9a-methyl-3-oxo-1,2,9,9a-tetrahydro-3H-fluoren-7-yl)oxy]acetic acid (2.86 gm., 0.0118 mole) is treated with 1(-)cinchonidine (3.47 gm., 0.0118 mole) and the mixture dissolved in the minimum quantity of acetonitrile. After cooling for 48 hours, the salt that separates is removed by filtration and recrystallized twice from the minimum volume of acetonitrile. The pure salt is suspended in water (50 ml), treated with 6 normal hydrochloric acid (5 ml) a... Reactants: OS(=O)(=O)O (H2SO4), O1C(CCCCCCCCCCC1)=O (oxacyclotridecan-2-one), CO (methanol). Run at time 1 day. Yields the product COC(CCCCCCCCCCCO)=O (Methyl-12-hydroxy-dodecanoate). The yield is 88.0%. Reaction SMILES: OS(O)(=O)=O.[O:6]1[CH2:18][CH2:17][CH2:16][CH2:15][CH2:14][CH2:13][CH2:12][CH2:11][CH2:10][CH2:9][CH2:8][C:7]1=[O:19].[CH3:20][OH:21]>>[CH3:20][O:21][C:18](=[O:6])[CH2:17][CH2:16][CH2:15][CH2:14][CH2:13][CH2:12][CH2:11][CH2:10][CH2:9][CH2:8][CH2:7][OH:19]. Procedure details: Concentrated H2SO4 (0.2 mL) was added to a solution of oxacyclotridecan-2-one (850 mg, 4.3 mmol) in 20 mL of methanol and stirred for 1 day. Methanol was removed under reduced pressure and the aqueous residue was extracted with diethyl ether 3 times. The combined organic layers were washed with saturated NaHCO3, saturated NaCl, and then dried over MgSO4. The diethyl ether was removed under reduced pressure to yield 874 mg (88%) of 14c as a white solid. 1H-NMR (400 MHz, CDCl3, δH ppm): 3.65 (3H, ... Starting materials: CC=1C(=CC2=C(NC(C3=C(N2C(CN2CCN(CC2)CCO)=O)N=CC=C3)=S)C1)C (8,9-dimethyl-6,11-dihydro-11-[[4-(2-hydroxyethyl)piperazino]acetyl]-5H-pyrido[2,3-b][1,5]benzodiazepin-5-thione), C(NN)(=O)OCC (ethyl carbazate). Yields the product CC1=CC2=C(N(C3=C(C=4N2C(NN4)=O)C=CC=N3)C(CN3CCN(CC3)CCO)=O)C=C1C (6,7-dimethyl-2,9-dihydro-9-[[4-(2-hydroxyethyl)piperazino]acetyl]-3H-pyrido[3,2-c]-s-triazolo[4,3-a][1,5]benzodiazepin- 3-one). RXN SMILES: [CH3:1][C:2]1[C:3]([CH3:30])=[CH:4][C:5]2[N:11]([C:12](=[O:23])[CH2:13][N:14]3[CH2:19][CH2:18][N:17]([CH2:20][CH2:21][OH:22])[CH2:16][CH2:15]3)[C:10]3[N:24]=[CH:25][CH:26]=[CH:27][C:9]=3[C:8](=S)[NH:7][C:6]=2[CH:29]=1.[C:31](OCC)(=[O:34])[NH:32][NH2:33]>>[CH3:1][C:2]1[C:3]([CH3:30])=[CH:4][C:5]2[N:11]([C:12](=[O:23])[CH2:13][N:14]3[CH2:19][CH2:18][N:17]([CH2:20][CH2:21][OH:22])[CH2:16][CH2:15]3)[C:10]3[N:24]=[CH:25][CH:26]=[CH:27][C:9]=3[C:8]3[N:7]([C:31](=[O:34])[NH:32][N:33]=3)[C:6]=2[CH:29]=1. Procedure: In the manner given in Example 11, 8,9-dimethyl-6,11-dihydro-11-[[4-(2-hydroxyethyl)piperazino]acetyl]-5H-pyrido[2,3-b][1,5]benzodiazepin-5-thione is heated to about 200° C. with ethyl carbazate to give 6,7-dimethyl-2,9-dihydro-9-[[4-(2-hydroxyethyl)piperazino]acetyl]-3H-pyrido[3,2-c]-s-triazolo[4,3-a][1,5]benzodiazepin- 3-one.